The task is: describe an organic reaction: reactants, conditions, products, and yield. This data is from the Open Reaction Database (ORD), a public repository of structured organic reaction records. The reactants are C(C)(C)(CC)O (t-amyl alcohol), ClC1=C(C(=O)O)C=C(C(=N1)Cl)Cl (2,5,6-trichloronicotinic acid), C(CCC)[Li] (n-butyllithium). Reagents/catalysts: CN(C=O)C (dimethylformamide). Solvent: CCOCC (Et2O), S(=O)(Cl)Cl (thionyl chloride). Reaction conditions: time 3 hour. Yields the product ClC1=C(C(=O)OC(C)(C)CC)C=C(C(=N1)Cl)Cl (t-amyl 2,5,6-trichloronicotinate). Yield: 3117.6%. As a reaction SMILES: [Cl:1][C:2]1[N:10]=[C:9]([Cl:11])[C:8]([Cl:12])=[CH:7][C:3]=1[C:4]([OH:6])=[O:5].[C:13](O)([CH2:16][CH3:17])([CH3:15])[CH3:14].C([Li])CCC>S(Cl)(Cl)=O.CN(C)C=O.CCOCC>[Cl:1][C:2]1[N:10]=[C:9]([Cl:11])[C:8]([Cl:12])=[CH:7][C:3]=1[C:4]([O:6][C:13]([CH2:16][CH3:17])([CH3:15])[CH3:14])=[O:5]. Procedure: The product of Example 11 (2.5 g, 11 mmol) was slurried in thionyl chloride (30 mL) containing 2 drops of dry dimethylformamide (DMF). The slurry was heated to reflux at which time all components fully dissolved into solution. Reflux was continued for an additional three hours. After cooling to ambient temperature, the excess thionyl chloride was removed in vacuo and the resulting oily residue was taken up in diethyl ether (Et2O) (20 mL) and cooled to 0° C. in an ice bath. A solution of t-amyl a... Reactants: C(C)(C)N(C(C)C)CC (N,N-diisopropylethylamine), ClC(=O)C1CN(C1)C(=O)OCC1=CC=CC=C1 (benzyl 3-(chlorocarbonyl)azetidine-1-carboxylate), Cl.NCC1=NC=CN=C1Cl (2-aminomethyl-3-chloropyrazine hydrochloride). The solvent is ClCCl (dichloromethane), ClCCl (dichloromethane). Reaction conditions: time 2 hour. Yields the product ClC=1C(=NC=CN1)CNC(=O)C1CN(C1)C(=O)OCC1=CC=CC=C1 (benzyl 3-((3-chloropyrazin-2-yl)methylcarbamoyl)azetidine-1-carboxylate). The yield is 82.1%. Reaction SMILES: C(N(CC)C(C)C)(C)C.Cl[C:11]([CH:13]1[CH2:16][N:15]([C:17]([O:19][CH2:20][C:21]2[CH:26]=[CH:25][CH:24]=[CH:23][CH:22]=2)=[O:18])[CH2:14]1)=[O:12].Cl.[NH2:28][CH2:29][C:30]1[C:35]([Cl:36])=[N:34][CH:33]=[CH:32][N:31]=1>ClCCl>[Cl:36][C:35]1[C:30]([CH2:29][NH:28][C:11]([CH:13]2[CH2:16][N:15]([C:17]([O:19][CH2:20][C:21]3[CH:26]=[CH:25][CH:24]=[CH:23][CH:22]=3)=[O:18])[CH2:14]2)=[O:12])=[N:31][CH:32]=[CH:33][N:34]=1 |f:2.3|. Procedure details: N,N-diisopropylethylamine (109 mmol, 18.01 ml) and a solution of benzyl 3-(chlorocarbonyl)azetidine-1-carboxylate (5.53 g) in dichloromethane (32.5 ml) were added to a stirred suspension of 2-aminomethyl-3-chloropyrazine hydrochloride (content 77%; 21.80 mmol, 5.10 g) in dichloromethane (55 ml) at room temperature to give a dark brown solution. After stirring at room temperature for two hours the reaction mixture was quenched with water and filtered over decalite. Layers were separated and to th...